This data is from the Open Reaction Database (ORD), a public repository of structured organic reaction records. The task is: describe an organic reaction: reactants, conditions, products, and yield The reactants are C(C1=CC=CC=C1)[C@H]1CN(CCN1)C1=CC(=C(C=C1)OC)OC1CCC1 ((S)-3-benzyl-1-(3-cyclobutyloxy-4-methoxy-phenyl)-piperazine), C(C)OC(CC=1NN=C(N1)C(C)C)=O ((5-isopropyl-2H-[1,2,4]triazol-3-yl)-acetic acid ethyl ester). The product is C(C1=CC=CC=C1)[C@@H]1N(CCN(C1)C1=CC(=C(C=C1)OC)OC1CCC1)C(CC1=NC(=NN1)C(C)C)=O ((S)-1-(2-benzyl-4-(3-cyclobutoxy-4-methoxyphenyl)piperazin-1-yl)-2-(3-isopropyl-1H-1,2,4-triazol-5-yl)ethanone). Yield: 25.0%. As a reaction SMILES: [CH2:1]([C@@H:8]1[NH:13][CH2:12][CH2:11][N:10]([C:14]2[CH:19]=[CH:18][C:17]([O:20][CH3:21])=[C:16]([O:22][CH:23]3[CH2:26][CH2:25][CH2:24]3)[CH:15]=2)[CH2:9]1)[C:2]1[CH:7]=[CH:6][CH:5]=[CH:4][CH:3]=1.C([O:29][C:30](=O)[CH2:31][C:32]1[NH:33][N:34]=[C:35]([CH:37]([CH3:39])[CH3:38])[N:36]=1)C>>[CH2:1]([C@H:8]1[CH2:9][N:10]([C:14]2[CH:19]=[CH:18][C:17]([O:20][CH3:21])=[C:16]([O:22][CH:23]3[CH2:26][CH2:25][CH2:24]3)[CH:15]=2)[CH2:11][CH2:12][N:13]1[C:30](=[O:29])[CH2:31][C:32]1[NH:33][N:34]=[C:35]([CH:37]([CH3:38])[CH3:39])[N:36]=1)[C:2]1[CH:3]=[CH:4][CH:5]=[CH:6][CH:7]=1. Procedure: Prepared using the same procedure described in Example 275 from (S)-3-benzyl-1-(3-cyclobutyloxy-4-methoxy-phenyl)-piperazine and (5-isopropyl-2H-[1,2,4]triazol-3-yl)-acetic acid ethyl ester with heating for 10 h to afford the title compound as tan solid (96 mg, 25%). LC/MS (Method B) 3.39 min, [M+1]+ 504.